From a dataset of the Open Reaction Database (ORD), a public repository of structured organic reaction records. describe an organic reaction: reactants, conditions, products, and yield The product is CC(C)(C)OC(=O)N1CC(N=[N+]=[N-])CCC1CC1(O)CCOCC1. As a reaction SMILES: [CH3:31][N:32]([CH3:33])[CH:34]=[O:35].[N-:28]=[N+:29]=[N-:30].[Na+:27].[OH:1][C:2]1([CH2:8][CH:9]2[N:10]([C:20](=[O:21])[O:22][C:23]([CH3:24])([CH3:25])[CH3:26])[CH2:11][CH:12]([O:15][S:16]([CH3:17])(=[O:18])=[O:19])[CH2:13][CH2:14]2)[CH2:3][CH2:4][O:5][CH2:6][CH2:7]1>>[OH:1][C:2]1([CH2:8][CH:9]2[N:10]([C:20](=[O:21])[O:22][C:23]([CH3:24])([CH3:25])[CH3:26])[CH2:11][CH:12]([N:28]=[N+:29]=[N-:30])[CH2:13][CH2:14]2)[CH2:3][CH2:4][O:5][CH2:6][CH2:7]1. Reactants: CN(C)C=O, [N-]=[N+]=[N-], [Na+], CC(C)(C)OC(=O)N1CC(OS(C)(=O)=O)CCC1CC1(O)CCOCC1. The reactants are C(C)(C)(C)OC(NCC1=C(C=CC=C1)N=[N+]=[N-])=O ((2-azido-benzyl)-carbamic acid tert-butyl ester), BrCC#CC1=CC=C(C=C1)F (1-(3-bromo-prop-1-ynyl)-4-fluoro-benzene), [H-].[Na+] (Sodium hydride). Solvent: CN(C)C=O (DMF), CN(C)C=O (DMF), CCCCCC (hexane). Reaction conditions: time 30 minute. Product: C(C)(C)(C)OC(=O)N1CC2=C(N3N=NC(=C3C1)C1=CC=C(C=C1)F)C=CC=C2 (3-(4-fluoro-phenyl)-4H,6H-1,2,5,10b-tetraaza-benzo[e]azulene-5-carboxylic acid tert-butyl ester). Isolated yield 18.4%. As a reaction SMILES: [H-].[Na+].[C:3]([O:7][C:8](=[O:20])[NH:9][CH2:10][C:11]1[CH:16]=[CH:15][CH:14]=[CH:13][C:12]=1[N:17]=[N+:18]=[N-:19])([CH3:6])([CH3:5])[CH3:4].Br[CH2:22][C:23]#[C:24][C:25]1[CH:30]=[CH:29][C:28]([F:31])=[CH:27][CH:26]=1>CCCCCC.CN(C=O)C>[C:3]([O:7][C:8]([N:9]1[CH2:22][C:23]2[N:17]([N:18]=[N:19][C:24]=2[C:25]2[CH:30]=[CH:29][C:28]([F:31])=[CH:27][CH:26]=2)[C:12]2[CH:13]=[CH:14][CH:15]=[CH:16][C:11]=2[CH2:10]1)=[O:20])([CH3:6])([CH3:4])[CH3:5] |f:0.1|. Procedure: Sodium hydride (80.0 mg, 2.0 mmol; 60% suspension in mineral oil) was washed with hexane (2 mL) in a flame dried round bottomed flask under nitrogen atmosphere. To the resulting free floating powder, was added a solution of (2-azido-benzyl)-carbamic acid tert-butyl ester (250 mg, 1.0 mmol) in dry DMF (3 mL) dropwise at 0° C. under nitrogen atmosphere. The reaction mixture was stirred at this temperature for 30 min followed by dropwise addition of a solution of 1-(3-bromo-prop-1-ynyl)-4-fluoro-be... Reagents/catalysts: BrCCBr (1,2-dibromoethane). Run at time 1.5 hour. Product: ClC1=C(C=C(C=C1)[C@H](N[S@](=O)C(C)(C)C)C=1C=NN(C1)C)F ((R)—N—((S)-(4-chloro-3-fluorophenyl)(1-methyl-1H-pyrazol-4-yl)methyl)-2-methylpropane-2-sulfinamide). Reaction SMILES: Br[C:2]1[CH:7]=[CH:6][C:5]([Cl:8])=[C:4]([F:9])[CH:3]=1.[Mg].[CH3:11][C:12]([S@:15](/[N:17]=[CH:18]/[C:19]1[CH:20]=[N:21][N:22]([CH3:24])[CH:23]=1)=[O:16])([CH3:14])[CH3:13]>C1COCC1.BrCCBr>[Cl:8][C:5]1[CH:6]=[CH:7][C:2]([C@@H:18]([C:19]2[CH:20]=[N:21][N:22]([CH3:24])[CH:23]=2)[NH:17][S@@:15]([C:12]([CH3:14])([CH3:13])[CH3:11])=[O:16])=[CH:3][C:4]=1[F:9]. Starting materials: BrC1=CC(=C(C=C1)Cl)F (4-bromo-1-chloro-2-fluorobenzene), [Mg] (magnesium), CC(C)(C)[S@@](=O)/N=C/C=1C=NN(C1)C ((R,E)-2-methyl-N-((1-methyl-1H-pyrazol-4-yl)methylene)propane-2-sulfinamide). Yield: 45.1%. Procedure details: To a mixture of 4-bromo-1-chloro-2-fluorobenzene (11.7 g, 56.0 mmol) and magnesium turnings (2.1 g, 84 mmol) in THF (150 mL) at RT was added a few drops of 1,2-dibromoethane (1.1 g, 5.6 mmol). The mixture was stirred at RT for 1.5 h. After cooling to −78° C., (R,E)-2-methyl-N-((1-methyl-1H-pyrazol-4-yl)methylene)propane-2-sulfinamide (4.00 g, 18.7 mmol) was added and stirred at −78° C. for 6 h. The reaction was quenched with aq. NH4Cl solution and extracted with EtOAc. The combined organic layer... Run in C1CCOC1 (THF). Reactants: BrC1=C(C=C(C=C1)O)C (4-bromo-3-methylphenol), CC(C)(C)O (2-methyl-2-propanol), S(O)(O)(=O)=O (sulfuric acid). Run in ClCCl (dichloromethane). The product is BrC1=CC(=C(C=C1C)O)C(C)(C)C (4-Bromo-2-tert-butyl-5-methyl-phenol). Isolated yield 51.0%. RXN SMILES: [Br:1][C:2]1[CH:7]=[CH:6][C:5]([OH:8])=[CH:4][C:3]=1[CH3:9].[CH3:10][C:11](O)([CH3:13])[CH3:12].S(=O)(=O)(O)O>ClCCl>[Br:1][C:2]1[C:3]([CH3:9])=[CH:4][C:5]([OH:8])=[C:6]([C:11]([CH3:13])([CH3:12])[CH3:10])[CH:7]=1. Procedure: A solution of 4-bromo-3-methylphenol (Aldrich, 5.1 g, 27.3 mmol) in anhydrous dichloromethane (50 mL) was treated with 2-methyl-2-propanol (15 mL) and concentrated sulfuric acid (3 mL) and stirred at ambient temperature for 3 months. The volatiles were evaporated in vacuo, the residue was diluted with water and extracted with diethyl ether. The combined organic phase was dried over anhydrous magnesium sulfate, filtered and evaporated in vacuo to an oil. Flash column chromatography using 3–5% eth... The reactants are CCOCC, COCc1cnc2ccc(Cl)nn12, Cl, NCCCN1CCOCC1. The product is Cl, COCc1cnc2ccc(NCCCN3CCOCC3)nn12. Reaction SMILES: [CH3:25][CH2:26][O:27][CH2:28][CH3:29].[Cl:1][c:2]1[cH:3][cH:4][c:5]2[n:6]([n:7]1)[c:8]([CH2:11][O:12][CH3:13])[cH:9][n:10]2.[ClH:24].[O:14]1[CH2:15][CH2:16][N:17]([CH2:20][CH2:21][CH2:22][NH2:23])[CH2:18][CH2:19]1>>[ClH:1].[c:2]1([NH:23][CH2:22][CH2:21][CH2:20][N:17]2[CH2:16][CH2:15][O:14][CH2:19][CH2:18]2)[cH:3][cH:4][c:5]2[n:6]([n:7]1)[c:8]([CH2:11][O:12][CH3:13])[cH:9][n:10]2. Starting materials: C(C)(C)(C)OC(=O)NC1=NC=CC(=C1)C(C(=O)C1=CC(=CC=C1)C(F)(F)F)=CN(C)C (2-(2-t-butoxycarbonylaminopyridin-4-yl)-3-dimethylamino-1-(3-trifluoromethylphenyl)-2-propen-1-one), C(C)(C)(C)OC(=O)NC1=NC=CC(=C1)C(C(=O)C1=CC=C(C=C1)F)=CN(C)C (2-(2-t-butoxycarbonylaminopyridin-4-yl)-3-dimethylamino-1-(4-fluorophenyl)-2-propen-1-one). Yields the product C(C)(C)(C)OC(=O)NC1=NC=CC(=C1)C=1C(=NNC1)C1=CC(=CC=C1)C(F)(F)F (4-(2-t-Butoxycarbonylaminopyridin-4-yl)-3-(3-trifluoromethylphenyl)-1H-pyrazole). Yield: 96.0%. RXN SMILES: [C:1]([O:5][C:6]([NH:8][C:9]1[CH:14]=[C:13]([C:15](=[CH:28][N:29](C)C)[C:16]([C:18]2[CH:23]=[CH:22][CH:21]=[C:20]([C:24]([F:27])([F:26])[F:25])[CH:19]=2)=O)[CH:12]=[CH:11][N:10]=1)=[O:7])([CH3:4])([CH3:3])[CH3:2].C(OC([NH:39]C1C=C(C(=CN(C)C)C(C2C=CC(F)=CC=2)=O)C=CN=1)=O)(C)(C)C>>[C:1]([O:5][C:6]([NH:8][C:9]1[CH:14]=[C:13]([C:15]2[C:16]([C:18]3[CH:23]=[CH:22][CH:21]=[C:20]([C:24]([F:27])([F:26])[F:25])[CH:19]=3)=[N:39][NH:29][CH:28]=2)[CH:12]=[CH:11][N:10]=1)=[O:7])([CH3:4])([CH3:3])[CH3:2]. Procedure: The reaction was carried out in the same manner as in Example 2-2) except for using 8.71 g (20.0 mmol) of 2-(2-t-butoxycarbonylaminopyridin-4-yl)-3-dimethylamino-1-(3-trifluoromethylphenyl)-2-propen-1-one obtained in Example 25-1) in place of 2-(2-t-butoxycarbonylaminopyridin-4-yl)-3-dimethylamino-1-(4-fluorophenyl)-2-propen-1-one to obtain 7.76 g of the title compound as a white powder. (Yield: 96%) Starting materials: C1OC(CO)(C)OC1 (2,2-ethylenedioxypropanol), C=C1CC(=O)O1 (diketene). Reagents/catalysts: [H-].[Na+] (sodium hydride). Solvent: C1=CC=CC=C1 (benzene). Yields the product C(CC(=O)C)(=O)OCC1(C)OCCO1 (2,2-ethylenedioxypropyl acetoacetate). Isolated yield 62.8%. As a reaction SMILES: [CH2:1]1[CH2:8][O:7][C:3]([CH3:6])([CH2:4][OH:5])[O:2]1.[CH2:9]=[C:10]1[O:14][C:12](=[O:13])[CH2:11]1>[H-].[Na+].C1C=CC=CC=1>[C:12]([O:5][CH2:4][C:3]1([O:7][CH2:8][CH2:1][O:2]1)[CH3:6])(=[O:13])[CH2:11][C:10]([CH3:9])=[O:14] |f:2.3|. Procedure details: 100 mg of 50% sodium hydride was added to a mixture of 20 g of 2,2-ethylenedioxypropanol and 100 ml of benzene, and 20 g of diketene was added dropwise to the mixture while refluxing the mixture. After refluxing the mixture for 2 hours, the solvent was distilled off and the resulting residue was distilled under reduced pressure to obtain 21.5 g (70% yield) of 2,2-ethylenedioxypropyl acetoacetate as a colorless oil having a boiling point of 90° C. (6 mmHg). As a reaction SMILES: [C:11](=[O:12])([O-:13])[O-:14].[CH3:17][I:18].[CH3:19][C:20](=[O:21])[CH3:22].[K+:15].[K+:16].[OH:1][c:2]1[c:3]([CH3:10])[c:4]([C:5]#[N:6])[cH:7][cH:8][cH:9]1>>[O:1]([c:2]1[c:3]([CH3:10])[c:4]([C:5]#[N:6])[cH:7][cH:8][cH:9]1)[CH3:11]. The product is COc1cccc(C#N)c1C. Reactants: O=C([O-])[O-], CI, CC(C)=O, [K+], [K+], Cc1c(O)cccc1C#N. Reactants: O=C(CBr)c1ccncc1, Br, O=C(O)Cc1ccc(OCc2ccccc2)cc1, CC(C)(C)[O-], CO, [K+]. Product: O=C(Cc1ccc(OCc2ccccc2)cc1)OCC(=O)c1ccncc1. As a reaction SMILES: [Br:26][CH2:27][C:28](=[O:29])[c:30]1[cH:31][cH:32][n:33][cH:34][cH:35]1.[BrH:25].[CH2:1]([c:2]1[cH:3][cH:4][cH:5][cH:6][cH:7]1)[O:8][c:9]1[cH:10][cH:11][c:12]([CH2:15][C:16](=[O:17])[OH:18])[cH:13][cH:14]1.[CH3:19][C:20]([CH3:21])([O-:22])[CH3:23].[CH3:36][OH:37].[K+:24]>>[CH2:1]([c:2]1[cH:3][cH:4][cH:5][cH:6][cH:7]1)[O:8][c:9]1[cH:10][cH:11][c:12]([CH2:15][C:16](=[O:17])[O:18][CH2:27][C:28](=[O:29])[c:30]2[cH:31][cH:32][n:33][cH:34][cH:35]2)[cH:13][cH:14]1.